This data is from the Open Reaction Database (ORD), a public repository of structured organic reaction records. The task is: describe an organic reaction: reactants, conditions, products, and yield The reactants are COc1cc(C)c(S(=O)(=O)N(Cc2ccc3c(c2)OCO3)C(CNS(C)(=O)=O)C(=O)OC(C)(C)C)c(C)c1, O=C(O)C(F)(F)F. Product: COc1cc(C)c(S(=O)(=O)N(Cc2ccc3c(c2)OCO3)C(CNS(C)(=O)=O)C(=O)O)c(C)c1. As a reaction SMILES: [CH2:1]1[O:2][c:3]2[cH:4][c:5]([CH2:6][N:7]([CH:8]([C:9](=[O:10])[O:11][C:12]([CH3:13])([CH3:14])[CH3:15])[CH2:16][NH:17][S:18](=[O:19])(=[O:20])[CH3:21])[S:22](=[O:23])(=[O:24])[c:25]3[c:26]([CH3:34])[cH:27][c:28]([O:32][CH3:33])[cH:29][c:30]3[CH3:31])[cH:35][cH:36][c:37]2[O:38]1.[OH:39][C:40]([C:41]([F:42])([F:43])[F:44])=[O:45]>>[CH2:1]1[O:2][c:3]2[cH:4][c:5]([CH2:6][N:7]([CH:8]([C:9](=[O:10])[OH:11])[CH2:16][NH:17][S:18](=[O:19])(=[O:20])[CH3:21])[S:22](=[O:23])(=[O:24])[c:25]3[c:26]([CH3:34])[cH:27][c:28]([O:32][CH3:33])[cH:29][c:30]3[CH3:31])[cH:35][cH:36][c:37]2[O:38]1. Starting materials: c1ccc(CN2CC3(CC3)C3(C2)OCCO3)cc1, CCO. Product: C1COC2(CNCC23CC3)O1. RXN SMILES: [CH2:1]([c:2]1[cH:3][cH:4][cH:5][cH:6][cH:7]1)[N:8]1[CH2:9][C:10]2([C:11]3([CH2:12][CH2:13]3)[CH2:14]1)[O:15][CH2:16][CH2:17][O:18]2.[CH3:19][CH2:20][OH:21]>>[NH:8]1[CH2:9][C:10]2([C:11]3([CH2:12][CH2:13]3)[CH2:14]1)[O:15][CH2:16][CH2:17][O:18]2. Reaction SMILES: [CH3:23][CH2:24][O:25][C:26]([CH3:27])=[O:28].[CH3:5][O:6][C:7]([c:8]1[cH:9][c:10]([F:16])[c:11]([CH2:14][Br:15])[cH:12][cH:13]1)=[O:17].[N-:2]=[N+:3]=[N-:4].[Na+:1].[O:18]=[CH:19][N:20]([CH3:21])[CH3:22]>>[N:2](=[N+:3]=[N-:4])[CH2:14][c:11]1[c:10]([F:16])[cH:9][c:8]([C:7]([O:6][CH3:5])=[O:17])[cH:13][cH:12]1. Starting materials: CCOC(C)=O, COC(=O)c1ccc(CBr)c(F)c1, [N-]=[N+]=[N-], [Na+], CN(C)C=O. Yields the product COC(=O)c1ccc(CN=[N+]=[N-])c(F)c1. Reactants: C(CCC)OC(=O)C=1N=C(C2=CC=CC=C2C1O)Cl (1-chloro-4-hydroxy-isoquinoline-3-carboxylic acid butyl ester), FC1=CC=C(C=C1)O (4-fluoro phenol). Product: C(CCC)OC(=O)C=1N=C(C2=CC=CC=C2C1O)OC1=CC=C(C=C1)F (1-(4-fluoro-phenoxy)-4-hydroxy-isoquinoline-3-carboxylic acid butyl ester). Reaction SMILES: [CH2:1]([O:5][C:6]([C:8]1[N:9]=[C:10](Cl)[C:11]2[C:16]([C:17]=1[OH:18])=[CH:15][CH:14]=[CH:13][CH:12]=2)=[O:7])[CH2:2][CH2:3][CH3:4].[F:20][C:21]1[CH:26]=[CH:25][C:24]([OH:27])=[CH:23][CH:22]=1>>[CH2:1]([O:5][C:6]([C:8]1[N:9]=[C:10]([O:27][C:24]2[CH:25]=[CH:26][C:21]([F:20])=[CH:22][CH:23]=2)[C:11]2[C:16]([C:17]=1[OH:18])=[CH:15][CH:14]=[CH:13][CH:12]=2)=[O:7])[CH2:2][CH2:3][CH3:4]. Reported procedure: Synthesized from 1-chloro-4-hydroxy-isoquinoline-3-carboxylic acid butyl ester and 4-fluoro phenol in analogy to Example D-20 d); MS-(+)-ion: M+1=356.1.